This data is from the Open Reaction Database (ORD), a public repository of structured organic reaction records. The task is: describe an organic reaction: reactants, conditions, products, and yield Reactants: Cc1cc([N+](=O)[O-])ccc1S(C)=O, ClC(Cl)Cl, [N-]=[N+]=[N-], [Na+], O, O=S(=O)(O)O. The product is Cc1cc([N+](=O)[O-])ccc1S(C)(=N)=O. Reaction SMILES: [CH3:1][c:2]1[c:3]([S:11](=[O:12])[CH3:13])[cH:4][cH:5][c:6]([N+:8](=[O:9])[O-:10])[cH:7]1.[Cl:24][CH:25]([Cl:26])[Cl:27].[N-:15]=[N+:16]=[N-:17].[Na+:14].[OH2:23].[S:18](=[O:19])(=[O:20])([OH:21])[OH:22]>>[CH3:1][c:2]1[c:3]([S:11](=[O:12])([CH3:13])=[NH:15])[cH:4][cH:5][c:6]([N+:8](=[O:9])[O-:10])[cH:7]1. The reactants are Cl (hydrochloric acid), Cl.C(CC)ON (propoxyamine hydrochloride), N1=CC=CC=C1 (pyridine), C(CC)(=O)C1C(CC(CC1=O)CCSC1=CC=C(C=C1)C(F)(F)F)=O (2-propionyl-5-[2-(4-trifluoromethylphenylthio)ethyl]cyclohexane-1,3-dione). Solvent: C(Cl)(Cl)Cl (chloroform), O (water). Conditions: time 5 hour. Yields the product C(CC)ONC(CC)=C1C(CC(CC1=O)CCSC1=CC=C(C=C1)C(F)(F)F)=O (2-(1-propoxyaminopropylidene)-5-[2-(4-trifluoromethylphenylthio)ethyl]cyclohexane-1,3-dione). RXN SMILES: [C:1]([CH:5]1[C:10](=[O:11])[CH2:9][CH:8]([CH2:12][CH2:13][S:14][C:15]2[CH:20]=[CH:19][C:18]([C:21]([F:24])([F:23])[F:22])=[CH:17][CH:16]=2)[CH2:7][C:6]1=[O:25])(=O)[CH2:2][CH3:3].Cl.[CH2:27]([O:30][NH2:31])[CH2:28][CH3:29].N1C=CC=CC=1.Cl>C(Cl)(Cl)Cl.O>[CH2:27]([O:30][NH:31][C:1](=[C:5]1[C:6](=[O:25])[CH2:7][CH:8]([CH2:12][CH2:13][S:14][C:15]2[CH:20]=[CH:19][C:18]([C:21]([F:24])([F:23])[F:22])=[CH:17][CH:16]=2)[CH2:9][C:10]1=[O:11])[CH2:2][CH3:3])[CH2:28][CH3:29] |f:1.2|. Procedure: 0.2 Gram of 2-propionyl-5-[2-(4-trifluoromethylphenylthio)ethyl]cyclohexane-1,3-dione was dissolved in 10 ml of chloroform and 0.07 g of propoxyamine hydrochloride and 0.5 ml of pyridine were added to the resulting solution which was then stirred at 50°-60° C. for 5 hours. The reaction solution was poured into water, acidified with dilute hydrochloric acid and extracted with chloroform. After removing chloroform, the residue was purified by thin layer chromatography (eluent, hexane:ethyl acetate... Starting materials: CN1CCNCC1, CCOC(=O)C1=CN=C2C=CC(=CC2=C1NC3=C(C=C(C=C3)F)F)Br.Cl. The reagents and catalysts are C(=O)([O-])[O-].[Cs+].[Cs+], C1=CC=C(C=C1)P(C2=CC=CC=C2)C3=C(C4=CC=CC=C4C=C3)C5=C(C=CC6=CC=CC=C65)P(C7=CC=CC=C7)C8=CC=CC=C8, C1=CC=C(C=C1)/C=C/C(=O)/C=C/C2=CC=CC=C2.C1=CC=C(C=C1)/C=C/C(=O)/C=C/C2=CC=CC=C2.C1=CC=C(C=C1)/C=C/C(=O)/C=C/C2=CC=CC=C2.[Pd].[Pd]. Solvent: C1COCCO1. Reaction conditions: temperature 100 celsius. Yields the product CCOC(=O)C1=CN=C2C=CC(=CC2=C1NC3=C(C=C(C=C3)F)F)N4CCN(CC4)C. The yield is 0.0%. Reported procedure: To a solution of ethyl 6-bromo-4-(2,4-difluorophenylamino)quinoline-3-carboxylate hydrochloride (505 mg, 1.14 mmol) and 1-methylpiperazine (0.189 mL, 1.71 mmol) in dioxane (10 mL) was added cesium carbonate (1113 mg, 3.41 mmol), tris(dibenzylideneacetone)dipalladium(0) (52.1 mg, 0.06 mmol) and rac-2,2'-Bis(diphenylphosphino)-1,1'-binaphthyl (70.9 mg, 0.11 mmol). Reaction vessel in oil bath set to 100 °C. 3pm  o/n - 20 hours, LCMS shows mostly SM (408), trace of product (427). Heating stopped aft... Yields the product ClC=1C=CC=2N(N1)C(=C(N2)C2CC2)CO ((6-chloro-2-cyclopropylimidazo[1,2-b]pyridazin-3-yl)methanol). Reaction conditions: time 1 hour. Procedure: Sodium borohydride (5.62 mg, 6.62 mmol, 1.3 eq) is added dropwised, at room temperature, to a solution of 6-chloro-2-cyclopropylimidazo[1,2-b]pyridazine-3-carbaldehyde x110 (958 mg, 4.32 mmol) in methanol (100 ml). After 1 hour, the reaction is quenched by water (100 ml) and the crude product is extracted by dichloromethane (2×100 ml). The organic layers are dried over MgSO4, filtered and condensed under reduced pressure to afford (6-chloro-2-cyclopropylimidazo[1,2-b]pyridazin-3-yl)methanol x115... As a reaction SMILES: [BH4-].[Na+].[Cl:3][C:4]1[CH:5]=[CH:6][C:7]2[N:8]([C:10]([CH:16]=[O:17])=[C:11]([CH:13]3[CH2:15][CH2:14]3)[N:12]=2)[N:9]=1>CO>[Cl:3][C:4]1[CH:5]=[CH:6][C:7]2[N:8]([C:10]([CH2:16][OH:17])=[C:11]([CH:13]3[CH2:14][CH2:15]3)[N:12]=2)[N:9]=1 |f:0.1|. Reactants: [BH4-].[Na+] (Sodium borohydride), ClC=1C=CC=2N(N1)C(=C(N2)C2CC2)C=O (6-chloro-2-cyclopropylimidazo[1,2-b]pyridazine-3-carbaldehyde). The yield is 93.0%. Run in CO (methanol). The reactants are C(C1=CC=CC=C1)O[C@@H]1[C@@]2(CO[C@]([C@@H]([C@H]1OCC1=CC=CC=C1)OCC1=CC=CC=C1)(O2)C2=CC(=C(C=C2)Cl)CC2=C(C(=C(C=C2)OCC)F)F)C=O ((1S,2S,3S,4R,5S)-2,3,4-tribenzyloxy-5-[4-chloro-3-[(4-ethoxy-2,3-difluoro-phenyl)methyl]phenyl]-6,8-dioxabicyclo[3.2.1]octane-1-carbaldehyde), C[Mg]Br (methylmagnesium bromide). Solvent: O1CCCC1 (tetrahydrofuran). Conditions: time 4 hour. The product is C(C1=CC=CC=C1)O[C@@H]1[C@@]2(CO[C@]([C@@H]([C@H]1OCC1=CC=CC=C1)OCC1=CC=CC=C1)(O2)C2=CC(=C(C=C2)Cl)CC2=C(C(=C(C=C2)OCC)F)F)C(C)O (1-[(1R,2S,3S,4R,5S)-2,3,4-tribenzyloxy-5-[4-chloro-3-[(4-ethoxy-2,3-difluoro-phenyl)methyl]phenyl]-6,8-dioxabicyclo[3.2.1]octan-1-yl]ethanol). The yield is 36.2%. RXN SMILES: [CH2:1]([O:8][C@H:9]1[C@H:15]([O:16][CH2:17][C:18]2[CH:23]=[CH:22][CH:21]=[CH:20][CH:19]=2)[C@@H:14]([O:24][CH2:25][C:26]2[CH:31]=[CH:30][CH:29]=[CH:28][CH:27]=2)[C@:13]2([C:33]3[CH:38]=[CH:37][C:36]([Cl:39])=[C:35]([CH2:40][C:41]4[CH:46]=[CH:45][C:44]([O:47][CH2:48][CH3:49])=[C:43]([F:50])[C:42]=4[F:51])[CH:34]=3)[O:32][C@@:10]1([CH:52]=[O:53])[CH2:11][O:12]2)[C:2]1[CH:7]=[CH:6][CH:5]=[CH:4][CH:3]=1.[CH3:54][Mg]Br>O1CCCC1>[CH2:1]([O:8][C@H:9]1[C@H:15]([O:16][CH2:17][C:18]2[CH:19]=[CH:20][CH:21]=[CH:22][CH:23]=2)[C@@H:14]([O:24][CH2:25][C:26]2[CH:31]=[CH:30][CH:29]=[CH:28][CH:27]=2)[C@:13]2([C:33]3[CH:38]=[CH:37][C:36]([Cl:39])=[C:35]([CH2:40][C:41]4[CH:46]=[CH:45][C:44]([O:47][CH2:48][CH3:49])=[C:43]([F:50])[C:42]=4[F:51])[CH:34]=3)[O:32][C@@:10]1([CH:52]([OH:53])[CH3:54])[CH2:11][O:12]2)[C:2]1[CH:7]=[CH:6][CH:5]=[CH:4][CH:3]=1. Procedure details: To a solution of (1S,2S,3S,4R,5S)-2,3,4-tribenzyloxy-5-[4-chloro-3-[(4-ethoxy-2,3-difluoro-phenyl) methyl]phenyl]-6,8-dioxabicyclo[3.2.1]octane-1-carbaldehyde 23o (1.30 g, 1.75 mmol) in dry tetrahydrofuran (20 mL) was added dropwise methylmagnesium bromide (1.75 mL, 5.25 mmol, 3 M in ethyl ether) under N2 at 0° C. The mixture was stirred at room temperature for 4 hours. The reaction mixture was quenched with water (10 mL) and extracted with ethyl acetate (15 mL×3). The combined organic layers we... Starting materials: BrC=1C=C2C=C(N(C2=CC1)C)C1CN(CC1)C(=O)OC(C)(C)C (tert-butyl 3-(5-bromo-1-methyl-1H-indol-2-yl)pyrrolidine-1-carboxylate), [Li]CCCC (n-BuLi), CON(C(CCC)=O)C (N-methoxy-N-methylbutyramide). The solvent is C1CCOC1 (THF), C1CCOC1 (THF). Reaction conditions: temperature -78 celsius, time 10 minute. The product is C(CCC)(=O)C=1C=C2C=C(N(C2=CC1)C)C1CN(CC1)C(=O)OC(C)(C)C (tert-butyl 3-(5-butyryl-1-methyl-1H-indol-2-yl)pyrrolidine-1-carboxylate). The yield is 69.9%. Reaction SMILES: Br[C:2]1[CH:3]=[C:4]2[C:8](=[CH:9][CH:10]=1)[N:7]([CH3:11])[C:6]([CH:12]1[CH2:16][CH2:15][N:14]([C:17]([O:19][C:20]([CH3:23])([CH3:22])[CH3:21])=[O:18])[CH2:13]1)=[CH:5]2.[Li]CCCC.CON(C)[C:32](=[O:36])[CH2:33][CH2:34][CH3:35]>C1COCC1>[C:32]([C:2]1[CH:3]=[C:4]2[C:8](=[CH:9][CH:10]=1)[N:7]([CH3:11])[C:6]([CH:12]1[CH2:16][CH2:15][N:14]([C:17]([O:19][C:20]([CH3:23])([CH3:22])[CH3:21])=[O:18])[CH2:13]1)=[CH:5]2)(=[O:36])[CH2:33][CH2:34][CH3:35]. Procedure: To solution of tert-butyl 3-(5-bromo-1-methyl-1H-indol-2-yl)pyrrolidine-1-carboxylate (1.207 g, 3.18 mmol) in THF (13 mL) at −78° C. was added solution of n-BuLi (2.5M hexanes, 1.50 mL, 3.75 mmol) dropwise over 10 min. The reaction was stirred at −78° C. for 10 min, then a solution of N-methoxy-N-methylbutyramide (0.50 g, 3.81 mmol) in THF (2.0 mL) was added dropwise. The reaction was slowly allowed to warm to −50° C. before it was quenched with NH4Cl (aqueous saturated, 10 mL). Once ambient tem... Starting materials: S(O)(O)(=O)=O (sulfuric acid), NC=1C(=C(C(=O)O)C=CC1)F (3-amino-2-fluoro-benzoic acid), CO (methanol), S(O)(O)(=O)=O (sulfuric acid). Product: COC(C1=C(C(=CC=C1)N)F)=O (3-amino-2-fluoro-benzoic acid methyl ester). RXN SMILES: [NH2:1][C:2]1[C:3]([F:11])=[C:4]([CH:8]=[CH:9][CH:10]=1)[C:5]([OH:7])=[O:6].S(=O)(=O)(O)O.[CH3:17]O>>[CH3:17][O:6][C:5](=[O:7])[C:4]1[CH:8]=[CH:9][CH:10]=[C:2]([NH2:1])[C:3]=1[F:11]. Reported procedure: In a round bottom flask, 3-amino-2-fluoro-benzoic acid (71, 2.51 g, 16.2 mmol) is dissolved in 100 mL of methanol and 1 mL of concentrated sulfuric acid is added. The reaction is heated to reflux for 24 hours and an additional 1 mL of concentrated sulfuric acid is added. The reaction is heated to reflux another 20 hours, then extracted with ethyl acetate and saturated aqueous sodium chloride. The organic layer is isolated and washed with water, sodium bicarbonate, and brine, then dried with magn... The solvent is C(C)OCC (diethyl ether), C(C)OCC (diethyl ether). The product is CC(\C=C\CCCC)=O ((3E)-3-Octen-2-one). Procedure details: A solution of 7.73 g (58 mM) of anhydrous LiI and 1.47 ml (20 mM) of acetone in 35 ml of diethyl ether was heated to gentle reflux. To this solution was added dropwise a solution of 1.59 ml (15.0 mM) 1-pentanal in 5 ml diethyl ether over 10 minutes. The solution was then heated at reflux for 6 hours. After the solution was cooled to ambient temperature water was added and the layers separated. The ether phase was washed once with brine and dried over anhydrous MgSO4. The diethyl ether was remove... Starting materials: C(CCCC)=O (1-pentanal), O (water), [Li+].[I-] (LiI), CC(=O)C (acetone). RXN SMILES: [Li+].[I-].[CH3:3][C:4]([CH3:6])=[O:5].[CH:7](=O)[CH2:8][CH2:9][CH2:10][CH3:11].O>C(OCC)C>[CH3:3][C:4](=[O:5])/[CH:6]=[CH:7]/[CH2:8][CH2:9][CH2:10][CH3:11] |f:0.1|. Reported procedure: This was prepared by treating benzyl 4-amino-1H-pyrrolo[3,2-c]pyridine-1-carboxylate with propionyl chloride following a procedure similar to the one described herein. for intermediate 28. Reactants: NC1=NC=CC2=C1C=CN2C(=O)OCC2=CC=CC=C2 (benzyl 4-amino-1H-pyrrolo[3,2-c]pyridine-1-carboxylate), C(CC)(=O)Cl (propionyl chloride), N1C=CC=2C(=NC=CC21)NC(=O)C2CC2 (N-(1H-pyrrolo[3,2-c]pyridin-4-yl)cyclopropane carboxamide). The product is N1C=CC=2C(=NC=CC21)NC(CC)=O (N-(1H-pyrrolo[3,2-c]pyridin-4-yl)propanamide). As a reaction SMILES: NC1C2C=CN(C(OCC3C=CC=CC=3)=O)C=2C=CN=1.C(Cl)(=O)CC.[NH:26]1[C:34]2[CH:33]=[CH:32][N:31]=[C:30]([NH:35][C:36]([CH:38]3C[CH2:39]3)=[O:37])[C:29]=2[CH:28]=[CH:27]1>>[NH:26]1[C:34]2[CH:33]=[CH:32][N:31]=[C:30]([NH:35][C:36](=[O:37])[CH2:38][CH3:39])[C:29]=2[CH:28]=[CH:27]1. Starting materials: triethyl phosphonoacetate, CC(C)([O-])C.[K+] (potassium t-butoxide), C1CCOC1 (THF), FC=1C=C(C=CC1F)C1(CCCCC1)C=O (1-(3,4-difluorophenyl)cyclohexanecarbaldehyde), C1CCOC1 (THF). Solvent: CCOC(=O)C (EtOAc). Run at time 15 minute. The product is FC=1C=C(C=CC1F)C1(CCCCC1)/C=C/C(=O)OCC ((E)-ethyl 3-(1-(3,4-difluorophenyl)cyclohexyl)acrylate). Yield: 45.9%. Reaction SMILES: C[C:2]([CH3:5])([O-:4])C.[K+].[F:7][C:8]1[CH:9]=[C:10]([C:15]2([CH:21]=O)[CH2:20][CH2:19][CH2:18][CH2:17][CH2:16]2)[CH:11]=[CH:12][C:13]=1[F:14].C1C[O:26][CH2:25][CH2:24]1>CCOC(C)=O>[F:7][C:8]1[CH:9]=[C:10]([C:15]2(/[CH:21]=[CH:24]/[C:25]([O:4][CH2:2][CH3:5])=[O:26])[CH2:16][CH2:17][CH2:18][CH2:19][CH2:20]2)[CH:11]=[CH:12][C:13]=1[F:14] |f:0.1|. Procedure details: To a solution of triethyl phosphonoacetate (1.802 mL, 9.00 mmol) in THF (20 mL) at 0° C. was added 1M potassium t-butoxide (9.00 mL, 9.00 mmol) dropwise, and the mixture was stirred at the same temperature. After 15 mins, a solution of 1-(3,4-difluorophenyl)cyclohexanecarbaldehyde (Int. 3-B, 1.009 g, 4 5 mmol) in 10 mL of THF was added, and the mixture was stirred at room temperature for 2 hrs. The mixture was diluted with EtOAc, washed with water and brine, dried over Na2SO4, and evaporated to ...